Dataset: the Open Reaction Database (ORD), a public repository of structured organic reaction records. Task: describe an organic reaction: reactants, conditions, products, and yield Starting materials: C1(=CC=CC=C1)P(C1=CC=CC=C1)C1=CC=CC=C1 (triphenylphosphine), BrN1C(CCC1=O)=O (N-bromosuccinimide), ClC1=CC=C(C=C1)CCCO (3-(4-Chlorophenyl)-1-propanol). The solvent is C(Cl)Cl (methylene chloride). Product: BrCCCC1=CC=C(C=C1)Cl (1-(3-bromopropyl)-4-chlorobenzene). Isolated yield 95.0%. RXN SMILES: [Cl:1][C:2]1[CH:7]=[CH:6][C:5]([CH2:8][CH2:9][CH2:10]O)=[CH:4][CH:3]=1.C1(P(C2C=CC=CC=2)C2C=CC=CC=2)C=CC=CC=1.[Br:31]N1C(=O)CCC1=O>C(Cl)Cl>[Br:31][CH2:10][CH2:9][CH2:8][C:5]1[CH:6]=[CH:7][C:2]([Cl:1])=[CH:3][CH:4]=1. Procedure: 3-(4-Chlorophenyl)-1-propanol (1.00 g) was dissolved in methylene chloride (30 ml), triphenylphosphine (1.66 g) and N-bromosuccinimide (1.11 g) were added under ice-cooling, and the mixture was stirred under ice-cooling for 6 hr. The reaction mixture was washed with water and saturated brine, and dried over anhydrous magnesium sulfate. The solvent was evaporated under reduced pressure. Diethyl ether (50 ml) was added, and the precipitated triphenylphosphine oxide was filtered off. The concentrat... The reactants are C(C)OCCCN1C(C(=NC2=CC=CC=C12)O)=O (4-(3-ethoxypropyl)-2-hydroxy-quinoxalin-3(4H)-one), C1(=CC=CC=C1)C (toluene), S(=O)(Cl)Cl (thionyl chloride). Solvent: CN(C=O)C (dimethylformamide). Yields the product C(C)OCCCN1C(C(=NC2=CC=CC=C12)Cl)=O (4-(3-ethoxypropyl)-2-chloro-quinoxalin-3(4H)-one). Reaction SMILES: [CH2:1]([O:3][CH2:4][CH2:5][CH2:6][N:7]1[C:16]2[C:11](=[CH:12][CH:13]=[CH:14][CH:15]=2)[N:10]=[C:9](O)[C:8]1=[O:18])[CH3:2].C1(C)C=CC=CC=1.S(Cl)([Cl:28])=O>CN(C)C=O>[CH2:1]([O:3][CH2:4][CH2:5][CH2:6][N:7]1[C:16]2[C:11](=[CH:12][CH:13]=[CH:14][CH:15]=2)[N:10]=[C:9]([Cl:28])[C:8]1=[O:18])[CH3:2]. Reported procedure: To 22.5 g of (1), 330 ml of toluene, 10 ml of dimethylformamide and 10 ml of thionyl chloride are added and the resulting mixture is heated to reflux for 2 hours. The mixture is then subjected to filtration during hot and the filtrate is concentrated. The resultant is purified by silica gel column chromatography (ethyl acetate:hexane=1:3-1:2) to obtain 23.5 g of (2) in the form of yellow oil. Starting materials: O[C@@H](CNS(=O)(=O)C=1C=CC2=C(NC(CS2)=O)C1)CN1C(O[C@@H](C1)C1=CC=NC2=CC=C(N=C12)OC)=O (3-Oxo-3,4-dihydro-2H benzo[1,4]thiazine-6-sulfonic acid {(R)-2-hydroxy-3-[(R)-5-(6-methoxy-[1,5]naphthyridin-4-yl)-2-oxo-oxazolidin-3-yl]-propyl}-amide), CC1(OC[C@H](O1)CN)C (C-((R)-2,2-dimethyl-[1,3]dioxolan-4-yl)-methylamine), ( 3H ). Product: O[C@H](CNS(=O)(=O)C=1C=CC2=C(NC(CS2)=O)C1)CN1C(O[C@@H](C1)C1=CC=NC2=CC=C(N=C12)OC)=O (3-Oxo-3,4-dihydro-2H-benzo[1,4]thiazine-6-sulfonic acid {(S)-2-hydroxy-3-[(R)-5-(6-methoxy-[1,5]naphthyridin-4-yl}-2-oxo-oxazolidin-3-yl]-propyl}-amide). RXN SMILES: [OH:1][C@H:2]([CH2:19][N:20]1[CH2:24][C@@H:23]([C:25]2[C:34]3[C:29](=[CH:30][CH:31]=[C:32]([O:35][CH3:36])[N:33]=3)[N:28]=[CH:27][CH:26]=2)[O:22][C:21]1=[O:37])[CH2:3][NH:4][S:5]([C:8]1[CH:9]=[CH:10][C:11]2[S:16][CH2:15][C:14](=[O:17])[NH:13][C:12]=2[CH:18]=1)(=[O:7])=[O:6].CC1(C)O[C@H](CN)CO1>>[OH:1][C@@H:2]([CH2:19][N:20]1[CH2:24][C@@H:23]([C:25]2[C:34]3[C:29](=[CH:30][CH:31]=[C:32]([O:35][CH3:36])[N:33]=3)[N:28]=[CH:27][CH:26]=2)[O:22][C:21]1=[O:37])[CH2:3][NH:4][S:5]([C:8]1[CH:9]=[CH:10][C:11]2[S:16][CH2:15][C:14](=[O:17])[NH:13][C:12]=2[CH:18]=1)(=[O:6])=[O:7]. Procedure: The title compound was prepared using the same procedure as 3-Oxo-3,4-dihydro-2H benzo[1,4]thiazine-6-sulfonic acid {(R)-2-hydroxy-3-[(R)-5-(6-methoxy-[1,5]naphthyridin-4-yl)-2-oxo-oxazolidin-3-yl]-propyl}-amide (GSK-203344A) except substituting C-((S)-2,2-dimethyl-[1,3]dioxolan-4-yl)-methylamine for C-((R)-2,2-dimethyl-[1,3]dioxolan-4-yl)-methylamine. 1H NMR (400 MHz, CDCl3): δ8.72 (d, J=4.5 Hz, 1H); 8.19 (d, J=9.1 Hz, 1H); 7.59 (d, J=4.6 Hz, 1H); 7.35-7.42 (overlapping signals (3H); 7.11 (d, J...